Dataset: the Open Reaction Database (ORD), a public repository of structured organic reaction records. Task: describe an organic reaction: reactants, conditions, products, and yield Reactants: C(C1=CC=CC=C1)OC1=CC=C(C=C1)S(=O)(=O)N1C(CCC1OCC)=O (1-(4-benzyloxyphenylsulphonyl)-5-ethoxypyrrolidin-2-one). The reagents and catalysts are catalyst. The solvent is C(C)O (ethanol). Yields the product OC1=CC=C(C=C1)S(=O)(=O)N1C(CCC1OCC)=O (1-(4-hydroxybenzenesulphonyl)-2-oxo-5-ethoxypyrrolidine). Yield: 52.2%. RXN SMILES: C([O:8][C:9]1[CH:14]=[CH:13][C:12]([S:15]([N:18]2[CH:22]([O:23][CH2:24][CH3:25])[CH2:21][CH2:20][C:19]2=[O:26])(=[O:17])=[O:16])=[CH:11][CH:10]=1)C1C=CC=CC=1>C(O)C>[OH:8][C:9]1[CH:14]=[CH:13][C:12]([S:15]([N:18]2[CH:22]([O:23][CH2:24][CH3:25])[CH2:21][CH2:20][C:19]2=[O:26])(=[O:17])=[O:16])=[CH:11][CH:10]=1. Procedure: At 20° C., and under 1000 mbar, 6.3 g of 1-(4-benzyloxyphenylsulphonyl)-5-ethoxypyrrolidin-2-one is hydrogenated in the presence of 1.2 g of catalyst (Pd at 10%), in 150 cm3 of 96° ethanol. After filtering, concentrating the filtrate, and crystallizing the residue from 96° ethanol, 2.5 g of the expected product is obtained, m.p. 162°-163° C. Starting materials: NC1=C(C=CC=C1)NC1=CC=C(C(=O)C2=CC=CC=C2)C=C1 (4-(2-aminophenylamino)benzophenone), NC1=C(C=CC=C1)NC1=CC=C(C(=O)C2=CC=CC=C2)C=C1 (4-(2-aminophenylamino)benzophenone), Cl.CON (O-methylhydroxylamine hydrochloride), C(C)(=O)[O-].[Na+] (sodium acetate). The solvent is C(C)O (ethanol). Product: CON=C(C1=CC=C(C=C1)NC1=C(C=CC=C1)N)C1=CC=CC=C1 (4-(2-Aminophenylamino)benzophenone O-methyloxime), Cl (hydrochloride). Reaction SMILES: [NH2:1][C:2]1[CH:7]=[CH:6][CH:5]=[CH:4][C:3]=1[NH:8][C:9]1[CH:22]=[CH:21][C:12]([C:13]([C:15]2[CH:20]=[CH:19][CH:18]=[CH:17][CH:16]=2)=O)=[CH:11][CH:10]=1.[ClH:23].[CH3:24][O:25][NH2:26].C([O-])(=O)C.[Na+]>C(O)C>[CH3:24][O:25][N:26]=[C:13]([C:15]1[CH:20]=[CH:19][CH:18]=[CH:17][CH:16]=1)[C:12]1[CH:21]=[CH:22][C:9]([NH:8][C:3]2[CH:4]=[CH:5][CH:6]=[CH:7][C:2]=2[NH2:1])=[CH:10][CH:11]=1.[ClH:23] |f:1.2,3.4|. Procedure details: To a solution of 4-(2-aminophenylamino)benzophenone (Compound 101. 0.29 g, 1mmol) and O-methylhydroxylamine hydrochloride (0.30 g, 3.5 mmol) in ethanol (10 ml) was added sodium acetate (0.30 g, 4 mmol). The reaction mixture was refluxed for 25 hours, cooled to room temperature, filtered, and evaporated in vacuo. The residue was treated with diluted ammonium hydroxide (10 ml) and extracted with ethyl acetate (2×25 ml). The organic phase was dried (MgSO4), filtered and evaporated in vacuo. The res... Starting materials: Cc1ccncc1-n1nc(C)c(CC(=O)O)c1-c1ccccc1, C#CCO, O=S(=O)(O)O. Yields the product C#CCOC(=O)Cc1c(C)nn(-c2cnccc2C)c1-c1ccccc1. RXN SMILES: [CH3:10][c:11]1[n:12][n:13](-[c:26]2[cH:27][n:28][cH:29][cH:30][c:31]2[CH3:32])[c:14](-[c:20]2[cH:21][cH:22][cH:23][cH:24][cH:25]2)[c:15]1[CH2:16][C:17](=[O:18])[OH:19].[OH:1][CH2:2][C:3]#[CH:4].[S:5](=[O:6])(=[O:7])([OH:8])[OH:9]>>[CH:2]#[C:3][CH2:4][O:19][C:17]([CH2:16][c:15]1[c:11]([CH3:10])[n:12][n:13](-[c:26]2[cH:27][n:28][cH:29][cH:30][c:31]2[CH3:32])[c:14]1-[c:20]1[cH:21][cH:22][cH:23][cH:24][cH:25]1)=[O:18].